From a dataset of the Open Reaction Database (ORD), a public repository of structured organic reaction records. describe an organic reaction: reactants, conditions, products, and yield Reactants: Cn1cnc2c(Nc3ccc([N+](=O)[O-])cc3)nc(Cl)nc21, NN, O. Yields the product Cn1cnc2c(Nc3ccc([N+](=O)[O-])cc3)nc(NN)nc21. As a reaction SMILES: [Cl:1][c:2]1[n:3][c:4]([NH:12][c:13]2[cH:14][cH:15][c:16]([N+:19](=[O:20])[O-:21])[cH:17][cH:18]2)[c:5]2[n:6][cH:7][n:8]([CH3:11])[c:9]2[n:10]1.[NH2:23][NH2:24].[OH2:22]>>[c:2]1([NH:23][NH2:24])[n:3][c:4]([NH:12][c:13]2[cH:14][cH:15][c:16]([N+:19](=[O:20])[O-:21])[cH:17][cH:18]2)[c:5]2[n:6][cH:7][n:8]([CH3:11])[c:9]2[n:10]1. Starting materials: O=C([O-])[O-], c1ccc(CN2CCNCC2)cc1, CN(C)C=O, [Cs+], [Cs+], Nc1nc(Cl)cc(Cl)n1. The product is Nc1nc(Cl)cc(N2CCN(Cc3ccccc3)CC2)n1. As a reaction SMILES: [C:23](=[O:24])([O-:25])[O-:26].[CH2:1]([c:2]1[cH:3][cH:4][cH:5][cH:6][cH:7]1)[N:8]1[CH2:9][CH2:10][NH:11][CH2:12][CH2:13]1.[CH3:29][N:30]([CH3:31])[CH:32]=[O:33].[Cs+:27].[Cs+:28].[NH2:14][c:15]1[n:16][c:17]([Cl:22])[cH:18][c:19]([Cl:21])[n:20]1>>[CH2:1]([c:2]1[cH:3][cH:4][cH:5][cH:6][cH:7]1)[N:8]1[CH2:9][CH2:10][N:11]([c:19]2[cH:18][c:17]([Cl:22])[n:16][c:15]([NH2:14])[n:20]2)[CH2:12][CH2:13]1. Starting materials: D4, FC=1C=C(C=O)C=CC1F (3,4-difluorobenzaldehyde), ClC1=C(C#N)C=CC(=C1)O (2-chloro-4-hydroxybenzonitrile). Product: ClC1=C(C#N)C=CC(=C1)OC1=C(C=C(C=C1)C=O)F (2-chloro-4-(2-fluoro-4-formylphenoxy)benzonitrile). Reaction SMILES: [F:1][C:2]1[CH:3]=[C:4]([CH:7]=[CH:8][C:9]=1F)[CH:5]=[O:6].[Cl:11][C:12]1[CH:19]=[C:18]([OH:20])[CH:17]=[CH:16][C:13]=1[C:14]#[N:15]>>[Cl:11][C:12]1[CH:19]=[C:18]([O:20][C:9]2[CH:8]=[CH:7][C:4]([CH:5]=[O:6])=[CH:3][C:2]=2[F:1])[CH:17]=[CH:16][C:13]=1[C:14]#[N:15]. Reported procedure: The title compound was prepared by a procedure similar to that described for D4 starting from 3,4-difluorobenzaldehyde and 2-chloro-4-hydroxybenzonitrile. Reactants: ethanolamide, poly(PEG-Lys), C1CCC(CC1)N=C=NC2CCCCC2 (DCC), CC1([C@@H](N2[C@H](S1)[C@@H](C2=O)NC(=O)COC=3C=CC=CC3)C(=O)O)C (Penicillin V), CN(C)C1=NC=CC=C1 (dimethylaminopyridine). Run in C(Cl)Cl (methylene chloride). Run at time 6 day. Product: C1(CCCCC1)NC(NC1CCCCC1)=O (dicyclohexyl urea). Reaction SMILES: CC1(C)S[C@@H]2[C@H](NC(COC3C=CC=CC=3)=O)C(=[O:9])N2[C@H]1C(O)=O.CN(C1C=CC=CN=1)C.[CH2:34]1[CH2:39][CH2:38][CH:37]([N:40]=[C:41]=[N:42][CH:43]2[CH2:48][CH2:47][CH2:46][CH2:45][CH2:44]2)[CH2:36][CH2:35]1>C(Cl)Cl>[CH:43]1([NH:42][C:41](=[O:9])[NH:40][CH:37]2[CH2:36][CH2:35][CH2:34][CH2:39][CH2:38]2)[CH2:48][CH2:47][CH2:46][CH2:45][CH2:44]1. Procedure details: In a 10 mL round-bottomed flask, 0.400 g (0.178 mmol) of the poly(PEG-Lys) having ethanolamide pendant functional groups of Example 6 was dissolved in 4 mL of methylene chloride. To this solution was added 0.094 g (0.267 mmol) of Penicillin V (Sigma) and 0.008 g (0.065 mmol) of dimethylaminopyridine (Aldrich). The reaction mixture was cooled in an ice water bath and then 0.048 g (0.232 mmol) of DCC was added. After a few hours at 0° C., the reaction vessel was moved to a cold room maintained at ... Reactants: N (ammonia), BrC=1C=CC(=NC1)C (5 -Bromo-2 -methyl-pyridine), ClC1=CC(=CC=C1)C(=O)OO (m-chloroperbenzoic acid). The solvent is ClCCl (dichloromethane), ClCCl (dichloromethane). Run at time 2.5 hour. The product is BrC=1C=CC(=[N+](C1)[O-])C (5 -bromo-2 -methylpyridine-N-oxide). Reaction SMILES: [Br:1][C:2]1[CH:3]=[CH:4][C:5]([CH3:8])=[N:6][CH:7]=1.ClC1C=CC=C(C(OO)=[O:17])C=1.N>ClCCl>[Br:1][C:2]1[CH:3]=[CH:4][C:5]([CH3:8])=[N+:6]([O-:17])[CH:7]=1. Procedure: To a solution of 5 -Bromo-2 -methyl-pyridine (71.35 g. 0.41 M) in dichloromethane (350 ml) was added a solution of m-chloroperbenzoic acid (78.83 g, 0.46 M) in dichloromethane (1100 ml), over a period of 2.5 hours. The reaction mixture was stirred at ambient temperature for a further 20 hours, cooled (ice/salt bath) and anhydrous ammonia bubbled into it for 1 hour during which time a white precipitate formed and the temperature of the solution was not allowed to rise above 151°. The reaction mix... Product: ClC=1C=C2C(C(NC2=CC1)=O)=CC1=C(C=2C(N(CCC2N1)CCN(CC)CC)=O)C (2-(5-Chloro-2-oxo-1,2-dihydro-indol-3-ylidenemethyl)-5-(2-diethylamino-ethyl)-3-methyl-1,5,6,7-tetrahydro-pyrrolo[3,2-c]pyridin-4-one), CC1=CNC2=C1C(NCC2)=O (3-methyl-1,5,6,7-tetrahydro-pyrrolo[3,2-c]pyridin-4-one). As a reaction SMILES: [CH2:1]([N:3]([CH2:19][CH3:20])[CH2:4][CH2:5][N:6]1[CH2:11][CH2:10][C:9]2[NH:12][C:13]([CH:16]=O)=[C:14]([CH3:15])[C:8]=2[C:7]1=[O:18])[CH3:2].[Cl:21][C:22]1[CH:23]=[C:24]2[C:28](=[CH:29][CH:30]=1)[NH:27][C:26](=[O:31])[CH2:25]2>>[Cl:21][C:22]1[CH:23]=[C:24]2[C:28](=[CH:29][CH:30]=1)[NH:27][C:26](=[O:31])[C:25]2=[CH:16][C:13]1[NH:12][C:9]2[CH2:10][CH2:11][N:6]([CH2:5][CH2:4][N:3]([CH2:19][CH3:20])[CH2:1][CH3:2])[C:7](=[O:18])[C:8]=2[C:14]=1[CH3:15].[CH3:15][C:14]1[C:8]2[C:7](=[O:18])[NH:6][CH2:11][CH2:10][C:9]=2[NH:12][CH:13]=1. Reported procedure: The title compound was prepared under the same conditions as described in Example 1 with 5-(2-diethylamino-ethyl)-3-methyl-4-oxo-4,5,6,7-tetrahydro-1H-pyrrolo[3,2-c]pyridine-2-carbaldehyde and 5-chloro-1,3-dihydro-indole-2-one (commercially available from Aldrich) as starting materials to give 2-(5-chloro-2-oxo-1,2-dihydro-indol-3-ylidenemethyl)-5-2-diethylamino-ethyl)-3-methyl-1,5,6,7-tetrahydro-pyrrolo[3,2-c]pyridin-4-one (55 mg, 91.7%) as a yellow solid. Isolated yield 91.7%. Reactants: C(C)N(CCN1C(C2=C(CC1)NC(=C2C)C=O)=O)CC (5-(2-diethylamino-ethyl)-3-methyl-4-oxo-4,5,6,7-tetrahydro-1H-pyrrolo[3,2-c]pyridine-2-carbaldehyde), ClC=1C=C2CC(NC2=CC1)=O (5-chloro-1,3-dihydro-indole-2-one). Starting materials: C(C)(C)C=1NC2=CC=CC=C2C1C=O (2-isopropyl-1H-indole-3-carbaldehyde), C(C)(C)C=1NC2=CC=CC=C2C1C=O (2-isopropyl-1H-indole-3-carbaldehyde), C(C1=CC=CC=C1)Br (benzyl bromide), C(=O)([O-])[O-].[K+].[K+] (K2CO3). Solvent: CN(C)C=O (DMF), CCOC(=O)C (EtOAc). Run at time 24 hour. Product: C(C1=CC=CC=C1)N1C(=C(C2=CC=CC=C12)C=O)C(C)C (1-benzyl-2-isopropyl-1H-indole-3-carbaldehyde). RXN SMILES: [CH:1]([C:4]1[NH:5][C:6]2[C:11]([C:12]=1[CH:13]=[O:14])=[CH:10][CH:9]=[CH:8][CH:7]=2)([CH3:3])[CH3:2].[CH2:15](Br)[C:16]1[CH:21]=[CH:20][CH:19]=[CH:18][CH:17]=1.C([O-])([O-])=O.[K+].[K+]>CN(C=O)C.CCOC(C)=O>[CH2:15]([N:5]1[C:6]2[C:11](=[CH:10][CH:9]=[CH:8][CH:7]=2)[C:12]([CH:13]=[O:14])=[C:4]1[CH:1]([CH3:3])[CH3:2])[C:16]1[CH:21]=[CH:20][CH:19]=[CH:18][CH:17]=1 |f:2.3.4|. Reported procedure: To a solution of 2-isopropyl-1H-indole-3-carbaldehyde (Compound 39, 1.19 g, 6.4 mmol) in DMF (6.0 ml) was added benzyl bromide (1.5 ml, 12.8 mmol) and K2CO3 (2.65 g, 19.2 mmol). The mixture was stirred at room temperature for 24 h and was diluted with EtOAc, washed with H2O, brine, dried over Na2SO4, and concentrated in vacuo. The residue was purified by flash chromatography on silica gel eluting with 0-30% EtOAc-hexanes to yield 1-benzyl-2-isopropyl-1H-indole-3-carbaldehyde (Compound 40) as a l... Reaction conditions: temperature 120 celsius. Reaction SMILES: Cl[CH2:2][CH2:3][C:4]1([C:20]([O:22]C)=O)[CH2:9][CH2:8][N:7]([C:10]([O:12][CH2:13][C:14]2[CH:19]=[CH:18][CH:17]=[CH:16][CH:15]=2)=[O:11])[CH2:6][CH2:5]1.[CH:24]1([NH2:30])[CH2:29][CH2:28][CH2:27][CH2:26][CH2:25]1.[I-].[Na+].C(=O)([O-])[O-].[K+].[K+]>CN(C=O)C.[Cl-].[Na+].O>[CH:24]1([N:30]2[CH2:2][CH2:3][C:4]3([CH2:5][CH2:6][N:7]([C:10]([O:12][CH2:13][C:14]4[CH:15]=[CH:16][CH:17]=[CH:18][CH:19]=4)=[O:11])[CH2:8][CH2:9]3)[C:20]2=[O:22])[CH2:29][CH2:28][CH2:27][CH2:26][CH2:25]1 |f:2.3,4.5.6,8.9.10|. Procedure details: A mixture of 1-benzyl 4-methyl 4-(2-chloroethyl)piperidine-1,4-dicarboxylate (0.5 g, 0.001 mol), cyclohexanamine (0.18 mL, 0.0016 mol), sodium iodide (0.22 g, 0.0015 mol) and potassium carbonate (0.61 g, 0.0044 mol) in DMF (5.0 mL) was stirred and heated at 120° C. for overnight. Then the reaction mixture was diluted with brine, and extracted with ethyl acetate (3X). The combined organic layers were dried over Na2SO4, filtered, and concentrated. The residue was purified by combiflash (ethyl acet... The reactants are ClCCC1(CCN(CC1)C(=O)OCC1=CC=CC=C1)C(=O)OC (1-benzyl 4-methyl 4-(2-chloroethyl)piperidine-1,4-dicarboxylate), C1(CCCCC1)N (cyclohexanamine), [I-].[Na+] (sodium iodide), C([O-])([O-])=O.[K+].[K+] (potassium carbonate). The yield is 48.6%. Yields the product C1(CCCCC1)N1C(C2(CC1)CCN(CC2)C(=O)OCC2=CC=CC=C2)=O (benzyl 2-cyclohexyl-1-oxo-2,8-diazaspiro[4.5]decane-8-carboxylate). Solvent: CN(C)C=O (DMF), [Cl-].[Na+].O (brine). The reactants are N#CCBr, CN(C)C=O, [H-], [Na+], CCOC(=O)c1cn[nH]c1. Yields the product CCOC(=O)c1cnn(CC#N)c1. As a reaction SMILES: [Br:13][CH2:14][C:15]#[N:16].[CH3:17][N:18]([CH3:19])[CH:20]=[O:21].[H-:11].[Na+:12].[nH:1]1[n:2][cH:3][c:4]([C:6](=[O:7])[O:8][CH2:9][CH3:10])[cH:5]1>>[n:1]1([CH2:14][C:15]#[N:16])[n:2][cH:3][c:4]([C:6](=[O:7])[O:8][CH2:9][CH3:10])[cH:5]1.